From a dataset of the Open Reaction Database (ORD), a public repository of structured organic reaction records. describe an organic reaction: reactants, conditions, products, and yield The reactants are [Al+3], C1CCOC1, Cl, [H-], [H-], [H-], [H-], [Li+], O, CC1(C)CCCC2(C)C1CCC1(C)OC(=O)C(O)C12. Yields the product CC1(C)CCCC2(C)C1CCC1(C)OC(O)C(O)C12. RXN SMILES: [Al+3:21].[CH2:28]1[O:29][CH2:30][CH2:31][CH2:32]1.[ClH:27].[H-:20].[H-:23].[H-:24].[H-:25].[Li+:22].[OH2:26].[OH:1][CH:2]1[CH:3]2[C:4]([CH3:19])([O:5][C:6]1=[O:7])[CH2:8][CH2:9][CH:10]1[C:11]([CH3:17])([CH3:18])[CH2:12][CH2:13][CH2:14][C:15]21[CH3:16]>>[OH:1][CH:2]1[CH:3]2[C:4]([CH3:19])([O:5][CH:6]1[OH:7])[CH2:8][CH2:9][CH:10]1[C:11]([CH3:17])([CH3:18])[CH2:12][CH2:13][CH2:14][C:15]21[CH3:16]. Reactants: C(CCC)[Sn](C=1OC=CC1)(CCCC)CCCC (2-(tributylstannyl)furan), NC1=NC(=CC(=N1)Cl)Cl (2-amino-4,6-dichloropyrimidine). The reagents and catalysts are Cl[Pd]([P](C1=CC=CC=C1)(C2=CC=CC=C2)C3=CC=CC=C3)([P](C4=CC=CC=C4)(C5=CC=CC=C5)C6=CC=CC=C6)Cl (dichlorobis(triphenylphosphine)palladium). Solvent: CN(C)C=O (DMF). Conditions: temperature 80 celsius, time 18 hour. The product is NC1=NC(=CC(=N1)Cl)C=1OC=CC1 (2-Amino-4-chloro-6-(2-furyl)pyrimidine). Yield: 56.7%. Reaction SMILES: C([Sn](CCCC)(CCCC)[C:6]1[O:7][CH:8]=[CH:9][CH:10]=1)CCC.[NH2:19][C:20]1[N:25]=[C:24](Cl)[CH:23]=[C:22]([Cl:27])[N:21]=1>CN(C=O)C.Cl[Pd](Cl)([P](C1C=CC=CC=1)(C1C=CC=CC=1)C1C=CC=CC=1)[P](C1C=CC=CC=1)(C1C=CC=CC=1)C1C=CC=CC=1>[NH2:19][C:20]1[N:21]=[C:22]([Cl:27])[CH:23]=[C:24]([C:6]2[O:7][CH:8]=[CH:9][CH:10]=2)[N:25]=1 |^1:35,54|. Procedure details: A solution of 2-(tributylstannyl)furan (35.7 g, 100 mmol) in DMF (100 mL) was treated with 2-amino-4,6-dichloropyrimidine (16.4 g, 100 mmol) and dichlorobis(triphenylphosphine)palladium (II) (3.51 g, 5.0 mmol). The suspension was stirred at 80° C. for 18 h, allowed to cool to room temperature and poured onto ice (400 g). The solid precipitate was filtered off, washed with water, dried in air, and the filtrate was extracted with EtOAc (300 mL), washed with water (100 mL), mixed with the solid pre... Starting materials: C(C(=O)Cl)(=O)Cl (oxalyl chloride), CN(C(N(C)C)=O)C (tetramethylurea), C(=O)=O (carbon dioxide), [C]=O (carbon monoxide). Run in C(Cl)(Cl)(Cl)Cl (carbon tetrachloride), C(Cl)(Cl)(Cl)Cl (carbon tetrachloride). The product is [Cl-].CN(C(=[N+](C)C)Cl)C (tetramethylchloroformamidinium chloride). Reaction SMILES: C(Cl)(=O)C([Cl:4])=O.[CH3:7][N:8]([CH3:14])[C:9](=O)[N:10]([CH3:12])[CH3:11].C(=O)=O.[C]=O>C(Cl)(Cl)(Cl)Cl>[Cl-:4].[CH3:7][N:8]([CH3:14])[C:9]([Cl:4])=[N+:10]([CH3:12])[CH3:11] |f:5.6,^3:17|. Procedure: A solution of 2.5 ml (0.027 mol) of oxalyl chloride in 15 ml of anhydrous carbon tetrachloride is poured dropwise into a solution of 3.4 ml (0.027 mol) of tetramethylurea in 10 ml of anhydrous carbon tetrachloride kept stirring under a nitrogen atmosphere. While the stirring is continued, the reaction medium is maintained at reflux until the evolution of carbon dioxide and carbon monoxide gases has ceased. The formamidinium chloride obtained in the form of a white solid is dissolved at 0° C. in ... Reactants: COC(=O)c1cc(C(C)=O)cc(C(=O)NC(C)c2ccc(F)cc2)c1, C1CCOC1, CO, [Li+], [OH-], O. Yields the product CC(=O)c1cc(C(=O)O)cc(C(=O)NC(C)c2ccc(F)cc2)c1. Reaction SMILES: [C:1]([CH3:2])(=[O:3])[c:4]1[cH:5][c:6]([C:7](=[O:8])[O:9][CH3:10])[cH:11][c:12]([C:14]([NH:15][CH:16]([CH3:17])[c:18]2[cH:19][cH:20][c:21]([F:24])[cH:22][cH:23]2)=[O:25])[cH:13]1.[CH2:31]1[O:32][CH2:33][CH2:34][CH2:35]1.[CH3:26][OH:27].[Li+:30].[OH-:29].[OH2:28]>>[C:1]([CH3:2])(=[O:3])[c:4]1[cH:5][c:6]([C:7](=[O:8])[OH:9])[cH:11][c:12]([C:14]([NH:15][CH:16]([CH3:17])[c:18]2[cH:19][cH:20][c:21]([F:24])[cH:22][cH:23]2)=[O:25])[cH:13]1. The reactants are O=C([O-])O, C=C1CCN(C(=O)OC(C)(C)C)CC1, COCCOC, CCOCC, O=C(Cl)C(Cl)(Cl)Cl, [Cu], [Na+], [Zn]. Product: CC(C)(C)OC(=O)N1CCC2(CC1)CC(=O)C2(Cl)Cl. Reaction SMILES: [C:27](=[O:28])([OH:29])[O-:30].[CH2:1]=[C:2]1[CH2:3][CH2:4][N:5]([C:8](=[O:9])[O:10][C:11]([CH3:12])([CH3:13])[CH3:14])[CH2:6][CH2:7]1.[CH2:32]([CH2:33][O:34][CH3:35])[O:36][CH3:37].[CH3:15][CH2:16][O:17][CH2:18][CH3:19].[Cl:20][C:21]([C:22](=[O:23])[Cl:26])([Cl:24])[Cl:25].[Cu:38].[Na+:31].[Zn:39]>>[CH2:1]1[C:2]2([CH2:3][CH2:4][N:5]([C:8](=[O:9])[O:10][C:11]([CH3:12])([CH3:13])[CH3:14])[CH2:6][CH2:7]2)[C:21]([Cl:20])([Cl:25])[C:22]1=[O:23]. The reactants are O=C([O-])[O-], CC(=O)O, O=CO, ClCCl, [K+], [K+], Cc1c(CN)sc2cncn12, O. Yields the product Cc1c(CNC=O)sc2cncn12. RXN SMILES: [C:19](=[O:20])([O-:21])[O-:22].[CH3:1][C:2]([OH:3])=[O:4].[CH:5]([OH:6])=[O:7].[Cl:26][CH2:27][Cl:28].[K+:23].[K+:24].[NH2:8][CH2:9][c:10]1[c:11]([CH3:18])[n:12]2[c:13]([s:14]1)[cH:15][n:16][cH:17]2.[OH2:25]>>[CH:2](=[O:4])[NH:8][CH2:9][c:10]1[c:11]([CH3:18])[n:12]2[c:13]([s:14]1)[cH:15][n:16][cH:17]2. Reactants: C(C)(=O)OC=1C(C2=CC=CC=C2C(C1)=O)=O (2-acetyloxynaphthalene-1,4-dione), FC(C(CC(=O)O)C)(F)F (3-trifluoromethylbutanoic acid). Yields the product OC=1C(C2=CC=CC=C2C(C1CC(C)C(F)(F)F)=O)=O (2-hydroxy-3-(2-trifluoromethylpropyl)-1,4-naphthoquinone). Isolated yield 21.7%. Reaction SMILES: C([O:4][C:5]1[C:6](=[O:16])[C:7]2[C:12]([C:13](=[O:15])[CH:14]=1)=[CH:11][CH:10]=[CH:9][CH:8]=2)(=O)C.[F:17][C:18]([F:26])([F:25])[CH:19]([CH3:24])[CH2:20]C(O)=O>>[OH:4][C:5]1[C:6](=[O:16])[C:7]2[C:12]([C:13](=[O:15])[C:14]=1[CH2:20][CH:19]([C:18]([F:26])([F:25])[F:17])[CH3:24])=[CH:11][CH:10]=[CH:9][CH:8]=2. Procedure details: 2-acetyloxynaphthalene-1,4-dione (1.24 g) and 3-trifluoromethylbutanoic acid (1.08 g) were reacted using the method as descibed in Example 3 yielding the title compound (353 mg) (mp 168° C.). This compound is listed as compound 11 in the Tables below. Starting materials: NC(=O)Cc1ccc(-c2ccc(F)cc2F)c(F)c1, O. Product: O=C(O)Cc1ccc(-c2ccc(F)cc2F)c(F)c1. As a reaction SMILES: [F:1][c:2]1[c:3](-[c:12]2[c:13]([F:19])[cH:14][c:15]([F:18])[cH:16][cH:17]2)[cH:4][cH:5][c:6]([CH2:8][C:9](=[O:10])[NH2:11])[cH:7]1.[OH2:20]>>[F:1][c:2]1[c:3](-[c:12]2[c:13]([F:19])[cH:14][c:15]([F:18])[cH:16][cH:17]2)[cH:4][cH:5][c:6]([CH2:8][C:9](=[O:10])[OH:20])[cH:7]1. The reactants are O (water), [BH4-].[Na+] (Sodium borohydride), CC1=C(N=C(O1)C1=CC=CC=C1)COC=1C=C(C=O)C=CC1 (3-(5-methyl-2-phenyl-4-oxazolylmethoxy)benzaldehyde), O1CCCC1 (tetrahydrofuran). Run in CO (methanol). Conditions: time 30 minute. Yields the product CC1=C(N=C(O1)C1=CC=CC=C1)COC=1C=C(CO)C=CC1 (3-(5-methyl-2-phenyl-4-oxazolylmethoxy)benzylalcohol). The yield is 84.1%. Reaction SMILES: [BH4-].[Na+].[CH3:3][C:4]1[O:8][C:7]([C:9]2[CH:14]=[CH:13][CH:12]=[CH:11][CH:10]=2)=[N:6][C:5]=1[CH2:15][O:16][C:17]1[CH:18]=[C:19]([CH:22]=[CH:23][CH:24]=1)[CH:20]=[O:21].O1CCCC1.O>CO>[CH3:3][C:4]1[O:8][C:7]([C:9]2[CH:10]=[CH:11][CH:12]=[CH:13][CH:14]=2)=[N:6][C:5]=1[CH2:15][O:16][C:17]1[CH:18]=[C:19]([CH:22]=[CH:23][CH:24]=1)[CH2:20][OH:21] |f:0.1|. Reported procedure: Sodium borohydride (1.18 g) was added to a solution of 3-(5-methyl-2-phenyl-4-oxazolylmethoxy)benzaldehyde (18.3 g) in methanol (50 ml)-tetrahydrofuran (100 ml) in portions at 0° C. After stirring for 30 minutes, water was added to the reaction mixture and extracted with ethyl acetate. The ethyl acetate layer was washed with an aqueous saturated solution of sodium chloride, dried (MgSO4) and concentrated. The remaining crystals were recrystallized from ethyl acetate-hexane to obtain 3-(5-methyl-...